From a dataset of the Open Reaction Database (ORD), a public repository of structured organic reaction records. describe an organic reaction: reactants, conditions, products, and yield Starting materials: C1(=CC=CC=C1)C(C1=CC=CC=C1)N1CC(C1)C#N (1-(1,1-diphenylmethyl)azetidine-3-carbonitrile), [H-].[Al+3].[Li+].[H-].[H-].[H-] (lithium aluminium hydride), O (water), [Na] (sodium), O (water). Solvent: O1CCCC1 (tetrahydrofuran), O1CCCC1 (tetrahydrofuran). The product is NCC1CN(C1)C(C1=CC=CC=C1)C1=CC=CC=C1 (3-(aminomethyl)-1-(1,1-diphenylmethyl)azetidine). Yield: 65.6%. As a reaction SMILES: [C:1]1([CH:7]([N:14]2[CH2:17][CH:16]([C:18]#[N:19])[CH2:15]2)[C:8]2[CH:13]=[CH:12][CH:11]=[CH:10][CH:9]=2)[CH:6]=[CH:5][CH:4]=[CH:3][CH:2]=1.[H-].[Al+3].[Li+].[H-].[H-].[H-].O.[Na]>O1CCCC1>[NH2:19][CH2:18][CH:16]1[CH2:15][N:14]([CH:7]([C:8]2[CH:13]=[CH:12][CH:11]=[CH:10][CH:9]=2)[C:1]2[CH:6]=[CH:5][CH:4]=[CH:3][CH:2]=2)[CH2:17]1 |f:1.2.3.4.5.6,^1:26|. Procedure: A solution of 1-(1,1-diphenylmethyl)azetidine-3-carbonitrile (7.8 g, 31.4 mmol) in 30 mL of tetrahydrofuran was slowly added to a suspension of lithium aluminium hydride (4.0 g, 105 mmol) in tetrahydrofuran under nitrogen and the resulting mixture was stirred under reflux for one hour. On cooling, the mixture was treated dropwise with water (4 mL), aqueous sodium hydroxyde (4 mL, 4N), and water (12 mL) and filtered. The filtrate was concentrated under reduced pressure to yield 3-(aminomethyl)-1-... Starting materials: CC(C)(C)[O-], CC1CCCCC1, C=C(c1ccc(OC)cc1)c1ccc(OC)cc1, ClC(Cl)Cl, [K+], O. Product: COc1ccc(C2(c3ccc(OC)cc3)CC2(Cl)Cl)cc1. Reaction SMILES: [CH3:23][C:24]([CH3:25])([O-:26])[CH3:27].[CH3:30][CH:31]1[CH2:32][CH2:33][CH2:34][CH2:35][CH2:36]1.[CH3:5][O:6][c:7]1[cH:8][cH:9][c:10]([C:13](=[CH2:14])[c:15]2[cH:16][cH:17][c:18]([O:21][CH3:22])[cH:19][cH:20]2)[cH:11][cH:12]1.[CH:1]([Cl:2])([Cl:3])[Cl:4].[K+:28].[OH2:29]>>[C:1]1([Cl:2])([Cl:4])[C:13]([c:10]2[cH:9][cH:8][c:7]([O:6][CH3:5])[cH:12][cH:11]2)([c:15]2[cH:16][cH:17][c:18]([O:21][CH3:22])[cH:19][cH:20]2)[CH2:14]1. The solvent is C(COCCO)O (diethylene glycol). Starting materials: O.NN (hydrazine hydrate), solid, [OH-].[K+] (potassium hydroxide), BrC1=CC2=C(C(CCCS2)=O)C=C1 (8-bromo-3,4-dihydro-1-benzothiepin-5(2H)-one). Yields the product BrC1=CC2=C(CCCCS2)C=C1 (8-bromo-2,3,4,5-tetrahydro-1-benzothiepine). Reported procedure: 15.6 g of 8-bromo-3,4-dihydro-1-benzothiepin-5(2H)-one were dissolved in 70 ml of diethylene glycol. The solution was treated with 6.55 ml of hydrazine hydrate and 7.5 g of solid potassium hydroxide and heated to 180°-190° C. under reflux for about 30 hours. After cooling, the mixture was poured on to ice and extracted with ether. The organic phase was washed with water, dried and evaporated. Chromatography on silica gel with petroleum ether yielded 10.7 g of 8-bromo-2,3,4,5-tetrahydro-1-benzoth... Reaction SMILES: [Br:1][C:2]1[CH:13]=[CH:12][C:5]2[C:6](=O)[CH2:7][CH2:8][CH2:9][S:10][C:4]=2[CH:3]=1.O.NN.[OH-].[K+]>C(O)COCCO>[Br:1][C:2]1[CH:13]=[CH:12][C:5]2[CH2:6][CH2:7][CH2:8][CH2:9][S:10][C:4]=2[CH:3]=1 |f:1.2,3.4|. Isolated yield 72.5%. Reactants: S1C=NC=2C1=C1C3(C(NC1=CC2)=O)COC2=CC1=C(OCCO1)C=C23 (2,3-dihydrospiro[furo[2,3-g][1,4]benzodioxine-8,8′-[1,3]thiazolo[5,4-e]indol]-7′(6′H)-one), N1C([C@]2(C3=CC=CC=C13)COC1=CC3=C(OCCO3)C=C12)=O ((8S)-2,3-dihydrospiro[furo[2,3-g][1,4]benzodioxine-8,3′-indol]-2′(1′H)-one). The product is COCCOCCN1C(C2(C3=C4C(=CC=C13)N=CS4)COC4=CC1=C(OCCO1)C=C42)=O (6′-[2-(2-methoxyethoxy)ethyl]-2,3-dihydrospiro[furo[2,3-g][1,4]benzodioxine-8,8′-[1,3]thiazolo[5,4-e]indol]-7′(6′H)-one). RXN SMILES: [S:1]1[C:5]2=[C:6]3[C:10](=[CH:11][CH:12]=[C:4]2[N:3]=[CH:2]1)[NH:9][C:8](=[O:13])[C:7]13[C:25]2[C:16](=[CH:17][C:18]3[O:23][CH2:22][CH2:21][O:20][C:19]=3[CH:24]=2)[O:15][CH2:14]1.N1C2C(=CC=CC=2)[C@@]2(C3C(=C[C:39]4[O:44][CH2:43][CH2:42][O:41][C:40]=4[CH:45]=3)OC2)C1=O>>[CH3:39][O:44][CH2:43][CH2:42][O:41][CH2:40][CH2:45][N:9]1[C:10]2[C:6](=[C:5]3[S:1][CH:2]=[N:3][C:4]3=[CH:12][CH:11]=2)[C:7]2([C:25]3[C:16](=[CH:17][C:18]4[O:23][CH2:22][CH2:21][O:20][C:19]=4[CH:24]=3)[O:15][CH2:14]2)[C:8]1=[O:13]. Procedure details: Following the procedure as described in EXAMPLE 9.70 and making non-critical variations using 2,3-dihydrospiro[furo[2,3-g][1,4]benzodioxine-8,8′-[1,3]thiazolo[5,4-e]indol]-7′(6′H)-one to replace (8S)-2,3-dihydrospiro[furo[2,3-g][1,4]benzodioxine-8,3′-indol]-2′(1′H)-one, 6′-[2-(2-methoxyethoxy)ethyl]-2,3-dihydrospiro[furo[2,3-g][1,4]benzodioxine-8,8′-[1,3]thiazolo[5,4-e]indol]-7′(6′H)-one was obtained (37%): mp 156-158° C.; 1H NMR (300 MHz, CDCl3) δ8.77 (s, 1H), 8.07 (d, J=8.6 Hz, 1H), 7.32 (d, J... Yields the product Cc1ccc(S(=O)(=O)OCCC2Cc3cc(F)ccc3OC2(C)C)cc1. RXN SMILES: [CH3:12][C:13]1([CH3:27])[O:14][c:15]2[cH:16][cH:17][c:18]([F:26])[cH:19][c:20]2[CH2:21][CH:22]1[CH2:23][CH2:24][OH:25].[c:1]1([CH3:11])[cH:2][cH:3][c:4]([S:7](=[O:8])(=[O:9])[Cl:10])[cH:5][cH:6]1.[cH:28]1[cH:29][cH:30][n:31][cH:32][cH:33]1>>[c:1]1([CH3:11])[cH:2][cH:3][c:4]([S:7](=[O:8])(=[O:9])[O:25][CH2:24][CH2:23][CH:22]2[C:13]([CH3:12])([CH3:27])[O:14][c:15]3[cH:16][cH:17][c:18]([F:26])[cH:19][c:20]3[CH2:21]2)[cH:5][cH:6]1. Reactants: CC1(C)Oc2ccc(F)cc2CC1CCO, Cc1ccc(S(=O)(=O)Cl)cc1, c1ccncc1. As a reaction SMILES: [C:48](=[O:49])([O-:50])[O-:51].[CH2:1]([c:2]1[cH:3][cH:4][cH:5][cH:6][cH:7]1)[O:8][c:9]1[c:10]([O:17][CH3:18])[cH:11][c:12]([CH:13]=[O:14])[cH:15][cH:16]1.[CH2:20]([CH3:21])[O:22][CH:23]([C:24](=[O:25])[O:26][CH2:27][CH3:28])[P+:29]([c:30]1[cH:31][cH:32][cH:33][cH:34][cH:35]1)([c:36]1[cH:37][cH:38][cH:39][cH:40][cH:41]1)[c:42]1[cH:43][cH:44][cH:45][cH:46][cH:47]1.[CH:54]([OH:55])([CH3:56])[CH3:57].[Cl-:19].[K+:52].[K+:53]>>[CH2:1]([c:2]1[cH:3][cH:4][cH:5][cH:6][cH:7]1)[O:8][c:9]1[c:10]([O:17][CH3:18])[cH:11][c:12]([CH:13]=[C:23]([O:22][CH2:20][CH3:21])[C:24](=[O:25])[O:26][CH2:27][CH3:28])[cH:15][cH:16]1. Starting materials: O=C([O-])[O-], COc1cc(C=O)ccc1OCc1ccccc1, CCOC(=O)C(OCC)[P+](c1ccccc1)(c1ccccc1)c1ccccc1, CC(C)O, [Cl-], [K+], [K+]. Product: CCOC(=O)C(=Cc1ccc(OCc2ccccc2)c(OC)c1)OCC. Starting materials: O=C([O-])[O-], CO, COC(=O)c1ccnc(Cl)c1, OB(O)c1ccc(F)c(F)c1, [K+], [K+], Cl[Pd]Cl. The product is COC(=O)c1ccnc(-c2ccc(F)c(F)c2)c1. As a reaction SMILES: [C:23](=[O:24])([O-:25])[O-:26].[CH3:29][OH:30].[Cl:1][c:2]1[cH:3][c:4]([C:5](=[O:6])[O:7][CH3:8])[cH:9][cH:10][n:11]1.[F:12][c:13]1[cH:14][c:15]([B:20]([OH:21])[OH:22])[cH:16][cH:17][c:18]1[F:19].[K+:27].[K+:28].[Pd:31]([Cl:32])[Cl:33]>>[c:2]1(-[c:15]2[cH:14][c:13]([F:12])[c:18]([F:19])[cH:17][cH:16]2)[cH:3][c:4]([C:5](=[O:6])[O:7][CH3:8])[cH:9][cH:10][n:11]1.